From a dataset of the Open Reaction Database (ORD), a public repository of structured organic reaction records. describe an organic reaction: reactants, conditions, products, and yield Reaction SMILES: [Cl:1][C:2]1[CH:38]=[CH:37][C:5]([CH2:6][C:7]2[N:8]=[C:9]([CH2:33][CH:34]([CH3:36])[CH3:35])[C:10]3[N:15]=[C:14]([C:16]4[CH:30]=[C:29]([CH3:31])[C:19]([O:20][CH2:21][C:22]([O:24]C(C)(C)C)=[O:23])=[C:18]([CH3:32])[CH:17]=4)[O:13][C:11]=3[N:12]=2)=[CH:4][CH:3]=1.FC(F)(F)C(O)=O>>[Cl:1][C:2]1[CH:3]=[CH:4][C:5]([CH2:6][C:7]2[N:8]=[C:9]([CH2:33][CH:34]([CH3:36])[CH3:35])[C:10]3[N:15]=[C:14]([C:16]4[CH:17]=[C:18]([CH3:32])[C:19]([O:20][CH2:21][C:22]([OH:24])=[O:23])=[C:29]([CH3:31])[CH:30]=4)[O:13][C:11]=3[N:12]=2)=[CH:37][CH:38]=1. Product: ClC1=CC=C(CC=2N=C(C3=C(N2)OC(=N3)C3=CC(=C(OCC(=O)O)C(=C3)C)C)CC(C)C)C=C1 ({4-[5-(4-Chlorobenzyl)-7-isobutyloxazolo[5,4-d]pyrimidin-2-yl]-2,6-dimethylphenoxy}acetic acid). Procedure: Analogously to example 1 (j), the reaction of 784 mg of tert-butyl {4-[5-(4-chlorobenzyl)-7-isobutyloxazolo[5,4-d]pyrimidin-2-yl]-2,6-dimethylphenoxy}acetate with trifluoroacetic acid gave 702 mg (100%) of the title compound. The reactants are ClC1=CC=C(CC=2N=C(C3=C(N2)OC(=N3)C3=CC(=C(OCC(=O)OC(C)(C)C)C(=C3)C)C)CC(C)C)C=C1 (tert-butyl {4-[5-(4-chlorobenzyl)-7-isobutyloxazolo[5,4-d]pyrimidin-2-yl]-2,6-dimethylphenoxy}acetate), FC(C(=O)O)(F)F (trifluoroacetic acid). The yield is 100.0%. The reactants are CCO, Cl, [N-]=[N+]=NCc1ccc(F)cc1C(=O)N1CCOCC1. The product is Cl, NCc1ccc(F)cc1C(=O)N1CCOCC1. Reaction SMILES: [CH3:21][CH2:22][OH:23].[ClH:20].[N:1](=[N+:2]=[N-:3])[CH2:4][c:5]1[c:6]([C:12](=[O:13])[N:14]2[CH2:15][CH2:16][O:17][CH2:18][CH2:19]2)[cH:7][c:8]([F:11])[cH:9][cH:10]1>>[ClH:20].[NH2:1][CH2:4][c:5]1[c:6]([C:12](=[O:13])[N:14]2[CH2:15][CH2:16][O:17][CH2:18][CH2:19]2)[cH:7][c:8]([F:11])[cH:9][cH:10]1. Starting materials: 4a, NC1=CC2=C(C(=NS2(=O)=O)OCC)C=C1 (6-amino-3-ethoxy-benzoisothiazole-1,1-dioxide), C(C)(=O)OC=O (formic-acetic anhydride). The product is C(=O)NC1=CC2=C(C(=NS2(=O)=O)OCC)C=C1 (6-Formamido-3-ethoxy-benzoisothiazole-1,1-dioxide). As a reaction SMILES: [NH2:1][C:2]1[CH:15]=[CH:14][C:5]2[C:6]([O:11][CH2:12][CH3:13])=[N:7][S:8](=[O:10])(=[O:9])[C:4]=2[CH:3]=1.[C:16](OC=O)(=[O:18])C>>[CH:16]([NH:1][C:2]1[CH:15]=[CH:14][C:5]2[C:6]([O:11][CH2:12][CH3:13])=[N:7][S:8](=[O:10])(=[O:9])[C:4]=2[CH:3]=1)=[O:18]. Procedure details: Following the procedures outlined in Description 4a, 6-amino-3-ethoxy-benzoisothiazole-1,1-dioxide was reacted with formic-acetic anhydride to give the title compound. Reactants: COCCN1CCc2cc(N)c(OC)cc2CC1, CC(C)O, CNC(=O)c1ccccc1Nc1nc(Cl)ncc1Cl, Cl, C1COCCO1. The product is CNC(=O)c1ccccc1Nc1nc(Nc2cc3c(cc2OC)CCN(CCOC)CC3)ncc1Cl. As a reaction SMILES: [CH3:1][O:2][c:3]1[c:4]([NH2:18])[cH:5][c:6]2[c:7]([cH:17]1)[CH2:8][CH2:9][N:10]([CH2:13][CH2:14][O:15][CH3:16])[CH2:11][CH2:12]2.[CH:45]([OH:46])([CH3:47])[CH3:48].[Cl:19][c:20]1[n:21][cH:22][c:23]([Cl:37])[c:24]([NH:26][c:27]2[c:28]([C:29](=[O:30])[NH:31][CH3:32])[cH:33][cH:34][cH:35][cH:36]2)[n:25]1.[ClH:38].[O:39]1[CH2:40][CH2:41][O:42][CH2:43][CH2:44]1>>[CH3:1][O:2][c:3]1[c:4]([NH:18][c:20]2[n:21][cH:22][c:23]([Cl:37])[c:24]([NH:26][c:27]3[c:28]([C:29](=[O:30])[NH:31][CH3:32])[cH:33][cH:34][cH:35][cH:36]3)[n:25]2)[cH:5][c:6]2[c:7]([cH:17]1)[CH2:8][CH2:9][N:10]([CH2:13][CH2:14][O:15][CH3:16])[CH2:11][CH2:12]2. Starting materials: N1CCC1 (azetidine), CN1CCC2(CNC2)CC1 (7-methyl-2,7-diaza-spiro[3.5]nonane), C(C)(C)(C)OC(=O)N1CC(C(CC1)=O)F (3-fluoro-4-oxo-piperidine-1-carboxylic acid tert-butyl ester). Product: N1(CCC1)[C@@H]1[C@@H](CNCC1)F ((±)-(cis)-4-Azetidin-1-yl-3-fluoro-piperidine), oil. Yield: 56.0%. Reaction SMILES: CN1CC[C:5]2([CH2:8][NH:7][CH2:6]2)CC1.C(OC([N:18]1[CH2:23][CH2:22][C:21](=O)[CH:20]([F:25])[CH2:19]1)=O)(C)(C)C.N1CCC1>>[N:7]1([C@H:21]2[CH2:22][CH2:23][NH:18][CH2:19][C@H:20]2[F:25])[CH2:8][CH2:5][CH2:6]1. Procedure details: Prepared according to the method used in the preparation of 7-methyl-2,7-diaza-spiro[3.5]nonane using 3-fluoro-4-oxo-piperidine-1-carboxylic acid tert-butyl ester in place of formaldehyde and azetidine in place of 2,7-diaza-spiro[3.5]nonane-2-carboxylic acid tert-butyl ester hydrochloride. The title compound was obtained as a colourless oil (205 mg, 56%). The reactants are C(C)P(O)(=O)CCO (ethyl-(2-hydroxyethyl)phosphinic acid), [O-]CCCC.[O-]CCCC.[O-]CCCC.[O-]CCCC.[Ti+4] (titanium tetrabutoxide). The solvent is C1(=CC=CC=C1)C (toluene). Yields the product [Ti+4].C(C)P([O-])(=O)CCO.C(C)P([O-])(=O)CCO.C(C)P([O-])(=O)CCO.C(C)P([O-])(=O)CCO (ethyl(2-hydroxyethyl)phosphinic acid titanium salt). Isolated yield 91.3%. Reaction SMILES: [CH2:1]([P:3]([CH2:6][CH2:7][OH:8])(=[O:5])[OH:4])[CH3:2].[O-]CCCC.[O-]CCCC.[O-]CCCC.[O-]CCCC.[Ti+4:29]>C1(C)C=CC=CC=1>[Ti+4:29].[CH2:1]([P:3]([CH2:6][CH2:7][OH:8])(=[O:4])[O-:5])[CH3:2].[CH2:1]([P:3]([CH2:6][CH2:7][OH:8])(=[O:4])[O-:5])[CH3:2].[CH2:1]([P:3]([CH2:6][CH2:7][OH:8])(=[O:4])[O-:5])[CH3:2].[CH2:1]([P:3]([CH2:6][CH2:7][OH:8])(=[O:4])[O-:5])[CH3:2] |f:1.2.3.4.5,7.8.9.10.11|. Procedure: 138 g (1 mol) of ethyl(2-hydroxyethyl)phosphinic acid (produced as in Example 7) and 85 g of titanium tetrabutoxide are refluxed in 500 ml of toluene for 40 hours. The resulting butanol is distilled off from time to time with proportions of toluene. The solution formed is subsequently freed of solvent to leave 136 g (91% of theory) of ethyl(2-hydroxyethyl)phosphinic acid titanium salt.